From a dataset of the Open Reaction Database (ORD), a public repository of structured organic reaction records. describe an organic reaction: reactants, conditions, products, and yield Reactants: COC([C@@H](NC(=O)C1=C(C=CC=C1C)Cl)CC1=CC=CC=C1)=O ([(2-chloro-6-methylphenyl)carbonyl]-L-phenylalanine methyl ester), [N+](=O)([O-])C=1C=C(C(=O)O)C=CC1 (3-nitrobenzoic acid). Yields the product CC=1C=C(C[C@H](N)C(=O)O)C=CC1 (3-methyl-L-phenylalanine), white powder. RXN SMILES: C[O:2][C:3](=[O:23])[C@H:4]([CH2:16][C:17]1[CH:22]=[CH:21][CH:20]=[CH:19][CH:18]=1)[NH:5]C(C1C(C)=CC=CC=1Cl)=O.[N+]([C:27]1C=C(C=CC=1)C(O)=O)([O-])=O>>[CH3:27][C:21]1[CH:22]=[C:17]([CH:18]=[CH:19][CH:20]=1)[CH2:16][C@@H:4]([C:3]([OH:2])=[O:23])[NH2:5]. Reported procedure: N-[1-(2-Chloro-6-methylphenyl)carbonyl]-4-[[2-(3-nitrophenyl))-1-oxoethyl]amino]-3-methyl-L-phenylalanine was prepared from 4-amino-3-methyl-N-[[(2-chloro-6-methylphenyl)carbonyl]-L-phenylalanine methyl ester (52 mg) and 3-nitrobenzoic acid (32 mg, 0.19 mmol) using the procedure described in example 120 to give 15 mg of a white powder. HR MS (C25H22N3O6Cl): Obs. Mass 496.1288. Calcd. Mass 496.1288 (M+H). The reactants are N1(N=NN=C1)C1=CC=C2C(=N1)CCC2C(=O)OC (methyl 2-(1H-tetrazol-1-yl)-6,7-dihydro-5H-cyclopenta[b]pyridine-5-carboxylate), [OH-].[Li+] (lithium hydroxide), Cl (HCl). Run in O (water), C1CCOC1 (THF). Run at temperature 0 celsius, time 2 hour. The product is N1(N=NN=C1)C1=CC=C2C(=N1)CCC2C(=O)O (2-(1H-tetrazol-1-yl)-6,7-dihydro-5H-cyclopenta[b]pyridine-5-carboxylicacid). As a reaction SMILES: [N:1]1([C:6]2[N:11]=[C:10]3[CH2:12][CH2:13][CH:14]([C:15]([O:17]C)=[O:16])[C:9]3=[CH:8][CH:7]=2)[CH:5]=[N:4][N:3]=[N:2]1.[OH-].[Li+].Cl>C1COCC1.O>[N:1]1([C:6]2[N:11]=[C:10]3[CH2:12][CH2:13][CH:14]([C:15]([OH:17])=[O:16])[C:9]3=[CH:8][CH:7]=2)[CH:5]=[N:4][N:3]=[N:2]1 |f:1.2|. Reported procedure: To a solution of methyl 2-(1H-tetrazol-1-yl)-6,7-dihydro-5H-cyclopenta[b]pyridine-5-carboxylate (460 mg, 1.9 mmol) in THF (6 mL) was added lithium hydroxide (1.0 N aq. 3.8 mL, 3.8 mmol). The mixture was allowed to stir at 0° C. for 2 hours. LC at that point showed complete reaction. The reaction was diluted with water (10 mL). The pH was carefully adjusted to about 5 with 1N HCl. The solution was then extracted with EtOAc (30 mL×3). The extractions were combined, dried over sodium sulfate, and c... Reactants: ClC1=C(C(=O)OC)C=CC=C1Cl (methyl 2,3-dichlorobenzoate), C(C)(C)[N-]C(C)C.[Li+] (lithium diisopropyl amide), N1=CC(=CC=C1)C (3-picoline). Run in C1CCOC1 (THF), C1CCOC1 (THF), C1CCOC1 (THF). Conditions: temperature -78 celsius, time 0.5 hour. Product: ClC1=C(C=CC=C1Cl)C(CC=1C=NC=CC1)=O (1-(2,3-dichlorophenyl)-2-(pyridin-3-yl)ethanone). Yield: 13.4%. Reaction SMILES: C([N-]C(C)C)(C)C.[Li+].[N:9]1[CH:14]=[CH:13][CH:12]=[C:11]([CH3:15])[CH:10]=1.[Cl:16][C:17]1[C:26]([Cl:27])=[CH:25][CH:24]=[CH:23][C:18]=1[C:19](OC)=[O:20]>C1COCC1>[Cl:16][C:17]1[C:26]([Cl:27])=[CH:25][CH:24]=[CH:23][C:18]=1[C:19](=[O:20])[CH2:15][C:11]1[CH:10]=[N:9][CH:14]=[CH:13][CH:12]=1 |f:0.1|. Procedure: To lithium diisopropyl amide (20 mL, 1.5 M in cyclohexane, 30 mmol) in THF (50.0 mL) at −78° C. was added a solution of 3-picoline (2.79 g, 30 mmol) in THF (25.0 mL) drop wise and stirred at −78° C. for 0.5 hours. The dry ice bath was removed and the reaction mixture was stirred at room temperature 1 hour. The mixture was then cooled to 0° C. and a solution of methyl 2,3-dichlorobenzoate (6.15 g, 30 mmol) in THF (25.0 mL) was added drop wise. The reaction mixture was warmed to room temperature a... The reactants are NH2, C1=CC2=C(C=C1N=C=S)C(=O)OC23C4=C(C=C(C=C4)O)OC5=C3C=CC(=C5)O (fluorescein isothiocyanate), C1=CC2=C(C=C1N=C=S)C(=O)OC23C4=C(C=C(C=C4)O)OC5=C3C=CC(=C5)O (fluorescein isothiocyanate), H2N-GCAT-COOH, O (water). The solvent is O1CCCC1 (tetrahydrofuran). Reaction conditions: time 1.05 hour. The product is C=1C=CC(=C(C1)C2=C3C=CC(=O)C=C3OC4=C2C=CC(=C4)O)C(=O)O (Fluorescein). RXN SMILES: O.[CH:2]1[C:7](N=C=S)=[CH:6][C:5]2[C:11]([O:13][C:14]3([C:24]4[CH:25]=[CH:26][C:27]([OH:29])=[CH:28][C:23]=4[O:22][C:16]4[CH:17]=[C:18]([OH:21])[CH:19]=[CH:20][C:15]3=4)[C:4]=2[CH:3]=1)=[O:12]>O1CCCC1>[CH:2]1[CH:7]=[CH:6][C:5]([C:11]([OH:13])=[O:12])=[C:4]([C:14]2[C:15]3[CH:20]=[CH:19][C:18]([OH:21])=[CH:17][C:16]=3[O:22][C:23]3[C:24]=2[CH:25]=[CH:26][C:27]([CH:28]=3)=[O:29])[CH:3]=1. Procedure details: A PNA or PNA derivative having a single free NH2 such as H2N-GCAT-COOH is dissolved in tetrahydrofuran:water to provide a solution that is 0.1 M in PNA and to this is added fluorescein isothiocyanate to give a solution which is 0.1-1.0 M in fluorescein isothiocyanate. The solution is. stirred for 0.1-2 hours, then evaporated to a solid and purified by preparative HPLC. Reactants: C(CCCCCC)(=O)NN (heptanohydrazide), N1=CC=CC=C1 (pyridine), C(CCCCCCCCC)OC=1C=C2C=CC(=CC2=CC1)C(=O)Cl (6-decyloxy-2-naphthoyl chloride), O1CCOCC1 (dioxane). Solvent: O (water). Reaction conditions: temperature 85 celsius. Yields the product C(CCCCCC)(=O)NNC(=O)C1=CC2=CC=C(C=C2C=C1)OCCCCCCCCCC (N-heptanoyl-N'-(6-decyloxy-2-naphthoyl)hydrazine). Yield: 96.0%. RXN SMILES: [C:1]([NH:9][NH2:10])(=[O:8])[CH2:2][CH2:3][CH2:4][CH2:5][CH2:6][CH3:7].[CH2:11]([O:21][C:22]1[CH:23]=[C:24]2[C:29](=[CH:30][CH:31]=1)[CH:28]=[C:27]([C:32](Cl)=[O:33])[CH:26]=[CH:25]2)[CH2:12][CH2:13][CH2:14][CH2:15][CH2:16][CH2:17][CH2:18][CH2:19][CH3:20].O1CCOCC1.N1C=CC=CC=1>O>[C:1]([NH:9][NH:10][C:32]([C:27]1[CH:26]=[CH:25][C:24]2[C:29](=[CH:30][CH:31]=[C:22]([O:21][CH2:11][CH2:12][CH2:13][CH2:14][CH2:15][CH2:16][CH2:17][CH2:18][CH2:19][CH3:20])[CH:23]=2)[CH:28]=1)=[O:33])(=[O:8])[CH2:2][CH2:3][CH2:4][CH2:5][CH2:6][CH3:7]. Reported procedure: In a 50 ml-three-necked flask, 0.40 g (2.77 mM) of heptanohydrazide, 1.05 g (3.03 mM) of 6-decyloxy-2-naphthoyl chloride and 20 ml of dioxane were placed and heated to about 85° C. under stirring. To the mixture, 1.05 ml (13.0 mM) of pyridine was added, followed by heating to 90°-92° C. and stirring for 40 minutes at 90°-92° C. After the reaction, the reaction mixture was cooled and poured into 150 ml of iced water to precipitate a crystal. The crystal was recovered by filtration, followed by wa...